This data is from the Open Reaction Database (ORD), a public repository of structured organic reaction records. The task is: describe an organic reaction: reactants, conditions, products, and yield Reaction conditions: time 4 hour. Reaction SMILES: [N+](C1C=CC(COC([N:12]2[CH2:16][CH2:15][C@@H:14]([NH:17][C:18]([C:20]3[N:21]=[C:22]([N:25]4[CH2:28][CH:27]([S:29][C:30]5[C@H:31]([CH3:54])[C@@H:32]6[C@@H:49]([C@H:50]([OH:52])[CH3:51])[C:48](=[O:53])[N:33]6[C:34]=5[C:35]([O:37]CC5C=CC([N+]([O-])=O)=CC=5)=[O:36])[CH2:26]4)[O:23][CH:24]=3)=[O:19])[CH2:13]2)=O)=CC=1)([O-])=O>O1CCCC1>[NH:12]1[CH2:16][CH2:15][C@@H:14]([NH:17][C:18]([C:20]2[N:21]=[C:22]([N:25]3[CH2:28][CH:27]([S:29][C:30]4[C@H:31]([CH3:54])[C@@H:32]5[C@@H:49]([C@H:50]([OH:52])[CH3:51])[C:48](=[O:53])[N:33]5[C:34]=4[C:35]([OH:37])=[O:36])[CH2:26]3)[O:23][CH:24]=2)=[O:19])[CH2:13]1. The product is N1C[C@@H](CC1)NC(=O)C=1N=C(OC1)N1CC(C1)SC=1[C@@H]([C@H]2N(C1C(=O)O)C([C@@H]2[C@@H](C)O)=O)C ((1R,5S,6S)-2-{1-[4-((3R)-pyrrolidin-3-ylcarbamoyl)-1,3-oxazol-2-yl]azetidin-3-yl}thio-6-[(R)-1-hydroxyethyl]-1-methylcarbapen-2-em-3-carboxylic acid). Run in O1CCCC1 (tetrahydrofuran). Isolated yield 45.6%. The reactants are [N+](=O)([O-])C1=CC=C(COC(=O)N2C[C@@H](CC2)NC(=O)C=2N=C(OC2)N2CC(C2)SC=2[C@@H]([C@H]3N(C2C(=O)OCC2=CC=C(C=C2)[N+](=O)[O-])C([C@@H]3[C@@H](C)O)=O)C)C=C1 (p-Nitrobenzyl (1R,5S,6S)-2-{1-[4-((3R)-1-(p-nitrobenzyloxycarbonyl)-pyrrolidin-3-ylcarbamoyl)-1,3-oxazol-2-yl]azetidin-3-yl}thio-6-[(R)-1-hydroxyethyl]-1-methylcarbapen-2-em-3-carboxylate). Procedure: p-Nitrobenzyl (1R,5S,6S)-2-{1-[4-((3R)-1-(p-nitrobenzyloxycarbonyl)-pyrrolidin-3-ylcarbamoyl)-1,3-oxazol-2-yl]azetidin-3-yl}thio-6-[(R)-1-hydroxyethyl]-1-methylcarbapen-2-em-3-carboxylate (320 mg, 0.404 mmol) (obtained as described in Example 81(1)) in a mixture of tetrahydrofuran (16 ml) and distilled water (16 ml) was subjected to catalytic hydrogenation in the presence of 10% palladium on charcoal (320 mg) at room temperature for 4 hours. After checking the completion of the reaction, the rea... The reactants are [H+].[B-](F)(F)(F)F (fluoboric acid), NC=1C=NC2=CC(=C(C=C2C1Cl)OC)OC (3-amino-4-chloro-6,7-dimethoxyquinoline), N(=O)[O-].[Na+] (sodium nitrite). The solvent is O1CCCC1 (tetrahydrofuran), O (water). Yields the product F[B-](F)(F)F.ClC1=C(C=NC2=CC(=C(C=C12)OC)OC)[N+]#N (4-chloro-6,7-dimethoxyquinoline-3-diazonium tetrafluoroborate). Isolated yield 89.0%. RXN SMILES: [NH2:1][C:2]1[CH:3]=[N:4][C:5]2[C:10]([C:11]=1[Cl:12])=[CH:9][C:8]([O:13][CH3:14])=[C:7]([O:15][CH3:16])[CH:6]=2.[H+].[B-:18]([F:22])([F:21])([F:20])[F:19].[N:23]([O-])=O.[Na+]>O1CCCC1.O>[F:19][B-:18]([F:22])([F:21])[F:20].[Cl:12][C:11]1[C:10]2[C:5](=[CH:6][C:7]([O:15][CH3:16])=[C:8]([O:13][CH3:14])[CH:9]=2)[N:4]=[CH:3][C:2]=1[N+:1]#[N:23] |f:1.2,3.4,7.8|. Procedure: 3-amino-4-chloro-6,7-dimethoxyquinoline (3.3 g) was dissolved in tetrahydrofuran (70 ml) with stirring and then cooled in an ice/water bath to below 10° C. 48% aqueous fluoboric acid (7.3 ml) was then added and the mixture stirred for 5 minutes. A solution of sodium nitrite (1.05 g) in water (2 ml) was added keeping the temperature below 10° C. The reaction mixture was then stirred for 30 minutes with cooling. The resulting yellow solid was filtered off, washed with fresh tetrahydrofuran. Carefu... Reactants: FC1=CC=C(C=C1)B(O)O (4-fluorophenylboronic acid), C([O-])([O-])=O.[Na+].[Na+] (sodium carbonate), BrC=1C=C2C(=NN(C2=CC1Cl)COCC[Si](C)(C)C)NC(CCC)=O (N-[5-bromo-6-chloro-1-[[2-(trimethylsilyl)ethoxy]methyl]-1H-indazol-3-yl]butanamide). Reagents/catalysts: C=1C=CC(=CC1)[P](C=2C=CC=CC2)(C=3C=CC=CC3)[Pd]([P](C=4C=CC=CC4)(C=5C=CC=CC5)C=6C=CC=CC6)([P](C=7C=CC=CC7)(C=8C=CC=CC8)C=9C=CC=CC9)[P](C=1C=CC=CC1)(C=1C=CC=CC1)C=1C=CC=CC1 (tetrakis(triphenylphosphine)palladium). Run in O1CCOCC1 (dioxane), O (water). Yields the product FC1=CC=C(C=C1)C=1C=C2C(=NN(C2=CC1Cl)COCC[Si](C)(C)C)NC(CCC)=O (N-[5-(4-fluorophenyl)-6-chloro-1-[[2-(trimethylsilyl)ethoxy]methyl]-1H-indazol-3-yl]butanamide). RXN SMILES: [F:1][C:2]1[CH:7]=[CH:6][C:5](B(O)O)=[CH:4][CH:3]=1.C(=O)([O-])[O-].[Na+].[Na+].Br[C:18]1[CH:19]=[C:20]2[C:24](=[CH:25][C:26]=1[Cl:27])[N:23]([CH2:28][O:29][CH2:30][CH2:31][Si:32]([CH3:35])([CH3:34])[CH3:33])[N:22]=[C:21]2[NH:36][C:37](=[O:41])[CH2:38][CH2:39][CH3:40]>O.O1CCOCC1.C1C=CC([P]([Pd]([P](C2C=CC=CC=2)(C2C=CC=CC=2)C2C=CC=CC=2)([P](C2C=CC=CC=2)(C2C=CC=CC=2)C2C=CC=CC=2)[P](C2C=CC=CC=2)(C2C=CC=CC=2)C2C=CC=CC=2)(C2C=CC=CC=2)C2C=CC=CC=2)=CC=1>[F:1][C:2]1[CH:7]=[CH:6][C:5]([C:18]2[CH:19]=[C:20]3[C:24](=[CH:25][C:26]=2[Cl:27])[N:23]([CH2:28][O:29][CH2:30][CH2:31][Si:32]([CH3:34])([CH3:35])[CH3:33])[N:22]=[C:21]3[NH:36][C:37](=[O:41])[CH2:38][CH2:39][CH3:40])=[CH:4][CH:3]=1 |f:1.2.3,^1:52,54,73,92|. Reported procedure: 470 mg of 4-fluorophenylboronic acid, 593 mg of sodium carbonate in 40 cm3 of water and 155 mg of tetrakis(triphenylphosphine)palladium are added to 1 g of N-[5-bromo-6-chloro-1-[[2-(trimethylsilyl)ethoxy]methyl]-1H-indazol-3-yl]butanamide, described in Example 58, in 40 cm3 of dioxane. The mixture is refluxed for 18 hours and the reaction medium is filtered through a sinter funnel packed with Celite. 60 cm3 of ethyl acetate and 50 cm3 of distilled water are added to the filtrate. The organic ph... Reactants: Example 1 ( g ), Example 123 ( t ), OC1CN(CCC1C1=CC=C(C=C1)OCCCOCC1=CSC=C1)C(=O)OC(C)(C)C (tert-butyl (3RS,4RS)-3-hydroxy-4-[4-[3-(thiophen-3-ylmethoxy)-propoxy]-phenyl]-piperidine-1-carboxylate), ClCC=1C=C(C2=CC=CC(=C2C1)OC)OCCCOC (3-chloromethyl-5-methoxy-1-(3-methoxy-propoxy)-naphthalene). Product: COC=1C=CC=C2C(=CC(=CC12)COC1CN(CCC1C1=CC=C(C=C1)OCCCOCC1=CSC=C1)C(=O)OC(C)(C)C)OCCCOC (tert-butyl (3RS,4RS)-3-[8-methoxy-4-(3-methoxy-propoxy)-naphthalen-2-ylmethoxy]-4{4-[3-(thiophen-3-ylmethoxy)-propoxy]-phenyl}-piperidine-1-carboxylate). RXN SMILES: [OH:1][CH:2]1[CH:7]([C:8]2[CH:13]=[CH:12][C:11]([O:14][CH2:15][CH2:16][CH2:17][O:18][CH2:19][C:20]3[CH:24]=[CH:23][S:22][CH:21]=3)=[CH:10][CH:9]=2)[CH2:6][CH2:5][N:4]([C:25]([O:27][C:28]([CH3:31])([CH3:30])[CH3:29])=[O:26])[CH2:3]1.Cl[CH2:33][C:34]1[CH:35]=[C:36]([O:46][CH2:47][CH2:48][CH2:49][O:50][CH3:51])[C:37]2[C:42]([CH:43]=1)=[C:41]([O:44][CH3:45])[CH:40]=[CH:39][CH:38]=2>>[CH3:45][O:44][C:41]1[CH:40]=[CH:39][CH:38]=[C:37]2[C:42]=1[CH:43]=[C:34]([CH2:33][O:1][CH:2]1[CH:7]([C:8]3[CH:9]=[CH:10][C:11]([O:14][CH2:15][CH2:16][CH2:17][O:18][CH2:19][C:20]4[CH:24]=[CH:23][S:22][CH:21]=4)=[CH:12][CH:13]=3)[CH2:6][CH2:5][N:4]([C:25]([O:27][C:28]([CH3:31])([CH3:30])[CH3:29])=[O:26])[CH2:3]1)[CH:35]=[C:36]2[O:46][CH2:47][CH2:48][CH2:49][O:50][CH3:51]. Procedure details: In an analogous manner to that described in Example 1 (g), by alkylating tert-butyl (3RS,4RS)-3-hydroxy-4-[4-[3-(thiophen-3-ylmethoxy)-propoxy]-phenyl]-piperidine-1-carboxylate with 3-chloromethyl-5-methoxy-1-(3-methoxy-propoxy)-naphthalene [Example 123 (t)] there was obtained tert-butyl (3RS,4RS)-3-[8-methoxy-4-(3-methoxy-propoxy)-naphthalen-2-ylmethoxy]-4{4-[3-(thiophen-3-ylmethoxy)-propoxy]-phenyl}-piperidine-1-carboxylate as a pale yellow, viscous oil; MS: 723 (M+NH4)+. The reactants are ice, BrCC1CCC1 (bromomethylcyclobutane), CN(C(=O)C(=O)N(OC)C)OC (N,N′-Dimethyl-N,N′-dimethoxy oxamide). Run in Cl (HCl). Product: hexanes EtOAc, CN(C(C(CC1CCC1)=O)=O)OC (N-Methyl-N-methoxy 2-oxo-3-cyclobutyl propanamide). Yield: 80.3%. Reaction SMILES: Br[CH2:2][CH:3]1[CH2:6][CH2:5][CH2:4]1.[CH3:7][N:8]([O:17][CH3:18])[C:9]([C:11](N(C)OC)=[O:12])=[O:10]>Cl>[CH3:7][N:8]([O:17][CH3:18])[C:9](=[O:10])[C:11](=[O:12])[CH2:2][CH:3]1[CH2:6][CH2:5][CH2:4]1. Procedure: The finely divided Mg was treated with 22.5 mL (0.20 mol) of bromomethylcyclobutane maintaining the internal temperature at <5° C. The resulting mixture was stirred cold for I h, then was treated with 26.40 g (0.15 mol) of N,N′-dimethyl-N,N′-dimethoxy oxamide (from Step A) in portions as a solid. The resulting mixture was stirred at 0° C. for 16 h. The reaction was poured onto a mixture of 100 mL conc. HCl and 500 g of ice under N2 atmosphere. The quenched mixture was extracted with 1.5 L of EtO... Reactants: C1(CCCCC1)C(OC1=CC=C(C(=O)O)C=C1)C1=C(OC(=C1)C1=CC=NC=C1)C (4-{cyclohexyl[2-methyl-5-(pyridin-4-yl)furan-3-yl]methoxy}benzoic acid), CNCCC(=O)OCC (ethyl 3-(methylamino)propanoate), Cl.C(C)N=C=NCCCN(C)C (1-ethyl-3-(3-dimethylaminopropyl)carbodiimide hydrochloride), O.OC1=CC=CC=2NN=NC21 (hydroxybenzotriazole monohydrate). The solvent is C(C)(=O)OCC (Ethyl acetate), CN(C=O)C (N,N-dimethylformamide), C(C)N(CC)CC (triethylamine). Run at time 1 hour. Product: C1(CCCCC1)C(OC1=CC=C(C=C1)C(=O)N(CCC(=O)O)C)C1=C(OC(=C1)C1=CC=NC=C1)C (3-{[(4-{cyclohexyl[2-methyl-5-(pyridin-4-yl)furan-3-yl]methoxy}phenyl)carbonyl](methyl)amino}propanoic acid). Yield: 77.9%. Reaction SMILES: [CH:1]1([CH:7]([C:18]2[CH:22]=[C:21]([C:23]3[CH:28]=[CH:27][N:26]=[CH:25][CH:24]=3)[O:20][C:19]=2[CH3:29])[O:8][C:9]2[CH:17]=[CH:16][C:12]([C:13](O)=[O:14])=[CH:11][CH:10]=2)[CH2:6][CH2:5][CH2:4][CH2:3][CH2:2]1.[CH3:30][NH:31][CH2:32][CH2:33][C:34]([O:36]CC)=[O:35].Cl.C(N=C=NCCCN(C)C)C.O.OC1C2N=NNC=2C=CC=1>CN(C)C=O.C(OCC)(=O)C.C(N(CC)CC)C>[CH:1]1([CH:7]([C:18]2[CH:22]=[C:21]([C:23]3[CH:28]=[CH:27][N:26]=[CH:25][CH:24]=3)[O:20][C:19]=2[CH3:29])[O:8][C:9]2[CH:10]=[CH:11][C:12]([C:13]([N:31]([CH3:30])[CH2:32][CH2:33][C:34]([OH:36])=[O:35])=[O:14])=[CH:16][CH:17]=2)[CH2:6][CH2:5][CH2:4][CH2:3][CH2:2]1 |f:2.3,4.5|. Procedure: A solution of 4-{cyclohexyl[2-methyl-5-(pyridin-4-yl)furan-3-yl]methoxy}benzoic acid (137 mg), ethyl 3-(methylamino)propanoate (52 mg), 1-ethyl-3-(3-dimethylaminopropyl)carbodiimide hydrochloride (77 mg), hydroxybenzotriazole monohydrate (61 mg) and triethylamine (56 μL) in N,N-dimethylformamide (10 mL) was stirred at room temperature for 4 hr. Ethyl acetate was added, the mixture was washed with saturated aqueous sodium hydrogen carbonate solution and 1N hydrochloric acid, and the organic layer... The reactants are C1(CCCO1)=O (butyrolactone), N12CCN(CC1)CC2 (1,4-diazabicyclo(2.2.2)octane), C1(=CC=CC=C1)P(C1=CC=CC=C1)C1=CC=CC=C1 (triphenylphosphine). Reagents/catalysts: [Rh](Cl)(Cl)Cl (rhodium chloride). The solvent is O (water), O (water). Run at temperature 190 fahrenheit. Product: C(CCC)=O (butyraldehyde), C(C(C)C)=O (isobutyraldehyde). As a reaction SMILES: [C:1]1(=O)[O:5][CH2:4][CH2:3][CH2:2]1.N12CCN(CC1)CC2.C1(P([C:28]2[CH:33]=[CH:32]C=CC=2)C2C=CC=CC=2)C=CC=CC=1>[Rh](Cl)(Cl)Cl.O>[CH:4](=[O:5])[CH2:3][CH2:2][CH3:1].[CH:4](=[O:5])[CH:33]([CH3:32])[CH3:28]. Procedure details: The following experiments illustrate the effect of water on the reaction rate and product distribution. Into a one-half gallon autoclave was charged 300 grams butyrolactone, 50 grams water, 2 grams 1,4-diazabicyclo(2.2.2)octane, 2 grams triphenylphosphine and 0.4 gram rhodium chloride. The autoclave was closed, purged with nitrogen and 104 grams of propylene were introduced. Thereafter equal volumes of carbon monoxide followed by hydrogen were introduced to raise the pressure 600 psi. The autocl...